Dataset: the Open Reaction Database (ORD), a public repository of structured organic reaction records. Task: describe an organic reaction: reactants, conditions, products, and yield The reactants are methyl ester, [N+](=O)([O-])C=1C=C(C(=O)OC)C=CC1 (methyl 3-nitrobenzoate), S(O)(O)(=O)=O (sulfuric acid), BrBr (bromine). Reagents/catalysts: S(O)(O)(=O)=O (sulfuric acid), S(=O)(=O)([O-])[O-].[Ag+2] (silver sulphate). Solvent: CO (methanol). Reaction conditions: temperature 90 celsius, time 2 hour. Product: BrC=1C=C(C(=O)OC)C=C(C1)[N+](=O)[O-] (methyl 3-bromo-5-nitrobenzoate). Isolated yield 72.0%. RXN SMILES: [N+:1]([C:4]1[CH:5]=[C:6]([CH:11]=[CH:12][CH:13]=1)[C:7]([O:9][CH3:10])=[O:8])([O-:3])=[O:2].S(=O)(=O)(O)O.[Br:19]Br>S(=O)(=O)(O)O.S([O-])([O-])(=O)=O.[Ag+2].CO>[Br:19][C:12]1[CH:11]=[C:6]([CH:5]=[C:4]([N+:1]([O-:3])=[O:2])[CH:13]=1)[C:7]([O:9][CH3:10])=[O:8] |f:4.5|. Procedure details: A mixture of methyl 3-nitrobenzoate (122 g, 674 mmol), silver sulphate (100 g, 320.7 mmol) and concentrated sulfuric acid (750 mL) was stirred mechanically and heated at 90° C. To this mixture was added bromine (37 mL), dropwise, over 2 h. The reaction was stirred another hour, cooled and filtered. The filtrate was mixed with 2 L water and 1 Kg crushed ice. The solid was filtered and dried to afford a mixture of the desired methyl ester and free acid hydrolysis product. The mixture was taken up ... The reactants are NC1=NC(=NC=C1C(=O)C1=C(C=CC(=C1)F)OC)NC1CCNCC1 ([4-amino-2-(piperidin-4-ylamino)-pyrimidin-5-yl]-(5-fluoro-2-methoxy-phenyl)-methanone), S1C2=C(C(=C1)S(=O)(=O)Cl)C=CC=C2 (benzo[b]thiophene-3-sulfonyl chloride). Yields the product NC1=NC(=NC=C1C(=O)C1=C(C=CC(=C1)F)OC)NC1CCN(CC1)S(=O)(=O)C=1C2=C(SC1)C=CC=C2 ([4-Amino-2-[1-(benzo[b]thiophene-3-sulfonyl)-piperidin-4-ylamino]-pyrimidin-5-yl]-(5-fluoro-2-methoxy-phenyl)-methanone). As a reaction SMILES: [NH2:1][C:2]1[C:7]([C:8]([C:10]2[CH:15]=[C:14]([F:16])[CH:13]=[CH:12][C:11]=2[O:17][CH3:18])=[O:9])=[CH:6][N:5]=[C:4]([NH:19][CH:20]2[CH2:25][CH2:24][NH:23][CH2:22][CH2:21]2)[N:3]=1.[S:26]1[CH:30]=[C:29]([S:31](Cl)(=[O:33])=[O:32])[C:28]2[CH:35]=[CH:36][CH:37]=[CH:38][C:27]1=2>>[NH2:1][C:2]1[C:7]([C:8]([C:10]2[CH:15]=[C:14]([F:16])[CH:13]=[CH:12][C:11]=2[O:17][CH3:18])=[O:9])=[CH:6][N:5]=[C:4]([NH:19][CH:20]2[CH2:21][CH2:22][N:23]([S:31]([C:29]3[C:28]4[CH:35]=[CH:36][CH:37]=[CH:38][C:27]=4[S:26][CH:30]=3)(=[O:32])=[O:33])[CH2:24][CH2:25]2)[N:3]=1. Procedure: The title compound was prepared from [4-amino-2-(piperidin-4-ylamino)-pyrimidin-5-yl]-(5-fluoro-2-methoxy-phenyl)-methanone, Example 59, and benzo[b]thiophene-3-sulfonyl chloride (Maybridge) by the procedure described in Example 152. HR-MS (ES, m/z) calculated for C25H25FN5O4S2 [(M+H)+] 542.1327, observed 542.1331. Starting materials: C[Si](C)(C)C#CC1(C(CC(CC1(C)C)(C)C)C1=CC(=C(C=C1)F)C)O (1-((trimethylsilyl)ethynyl)-2-(4-fluoro-3-methylphenyl)-4,4,6,6-tetramethyl-cyclohexan-1-ol), CC[N+](CC)(CC)S(=O)(=O)N=C([O-])OC (Burgess reagent). Solvent: O (H2O), C(C)#N (acetonitrile). Yields the product C[Si](C)(C)C#CC1=C(CC(CC1(C)C)(C)C)C1=CC(=C(C=C1)F)C (1-((trimethylsilyl)ethynyl)-2-(4-fluoro-3-methylphenyl)-4,4,6,6-tetramethylcyclohexene). The yield is 67.0%. Reaction SMILES: [CH3:1][Si:2]([C:5]#[C:6][C:7]1(O)[C:12]([CH3:14])([CH3:13])[CH2:11][C:10]([CH3:16])([CH3:15])[CH2:9][CH:8]1[C:17]1[CH:22]=[CH:21][C:20]([F:23])=[C:19]([CH3:24])[CH:18]=1)([CH3:4])[CH3:3].CC[N+](S(N=C(OC)[O-])(=O)=O)(CC)CC>C(#N)C.O>[CH3:3][Si:2]([C:5]#[C:6][C:7]1[C:12]([CH3:14])([CH3:13])[CH2:11][C:10]([CH3:16])([CH3:15])[CH2:9][C:8]=1[C:17]1[CH:22]=[CH:21][C:20]([F:23])=[C:19]([CH3:24])[CH:18]=1)([CH3:1])[CH3:4]. Procedure details: To a solution of the hydroxy acetylene from Example 1, Step C above (20 g, 55.5 mmol) in acetonitrile (250 ml) is added 20 g (83 mmol) of Burgess reagent. The reaction mixture is heated at reflux for 14 hours, cooled to room temperature and diluted with H2O (1 L). The aqueous solution is extracted with ether and the combined ether layers are washed with H2O. The ether fraction is dried over MgSO4 and the solvent is removed under reduced pressure. Purification by silica gel chromatography (100% h...